From a dataset of the Open Reaction Database (ORD), a public repository of structured organic reaction records. describe an organic reaction: reactants, conditions, products, and yield The reactants are OB(O)O, ClCCl, C(=NC1CCCCC1)=NC1CCCCC1, CCCCCc1ccc(OC(=O)c2ccc(O)c(Cl)c2)cc1, O=C(O)c1ccc(O)c(Cl)c1, CC(C)C(Cl)C(=O)O, O=S(=O)(O)O. Yields the product CCCCCc1ccc(OC(=O)c2ccc(OC(=O)C(Cl)C(C)C)c(Cl)c2)cc1. RXN SMILES: [B:54]([OH:55])([OH:56])[OH:57].[CH2:66]([Cl:67])[Cl:68].[CH:1]1([N:2]=[C:3]=[N:4][CH:5]2[CH2:6][CH2:7][CH2:8][CH2:9][CH2:10]2)[CH2:11][CH2:12][CH2:13][CH2:14][CH2:15]1.[Cl:16][c:17]1[cH:18][c:19]([C:20](=[O:21])[O:22][c:23]2[cH:24][cH:25][c:26]([CH2:29][CH2:30][CH2:31][CH2:32][CH3:33])[cH:27][cH:28]2)[cH:34][cH:35][c:36]1[OH:37].[Cl:38][c:39]1[cH:40][c:41]([C:46]([OH:47])=[O:48])[cH:42][cH:43][c:44]1[OH:45].[Cl:58][CH:59]([C:60](=[O:61])[OH:62])[CH:63]([CH3:64])[CH3:65].[S:49](=[O:50])(=[O:51])([OH:52])[OH:53]>>[Cl:16][c:17]1[cH:18][c:19]([C:20](=[O:21])[O:22][c:23]2[cH:24][cH:25][c:26]([CH2:29][CH2:30][CH2:31][CH2:32][CH3:33])[cH:27][cH:28]2)[cH:34][cH:35][c:36]1[O:37][C:60]([CH:59]([Cl:58])[CH:63]([CH3:64])[CH3:65])=[O:61]. Reactants: C1CCNC1, COc1ccc(C2C(COS(=O)(=O)c3ccc(C)cc3)c3ccc(OC)cc3C3CCCCC32)cc1, c1ccccc1. Product: COc1ccc(C2C(CN3CCCC3)c3ccc(OC)cc3C3CCCCC32)cc1. As a reaction SMILES: [CH2:37]1[CH2:38][CH2:39][NH:40][CH2:41]1.[CH3:1][O:2][c:3]1[cH:4][c:5]2[c:14]([cH:15][cH:16]1)[CH:13]([CH2:17][O:18][S:19]([c:20]1[cH:21][cH:22][c:23]([CH3:24])[cH:25][cH:26]1)(=[O:27])=[O:28])[CH:12]([c:29]1[cH:30][cH:31][c:32]([O:35][CH3:36])[cH:33][cH:34]1)[CH:11]1[CH:6]2[CH2:7][CH2:8][CH2:9][CH2:10]1.[cH:42]1[cH:43][cH:44][cH:45][cH:46][cH:47]1>>[CH3:1][O:2][c:3]1[cH:4][c:5]2[c:14]([cH:15][cH:16]1)[CH:13]([CH2:17][N:40]1[CH2:39][CH2:38][CH2:37][CH2:41]1)[CH:12]([c:29]1[cH:30][cH:31][c:32]([O:35][CH3:36])[cH:33][cH:34]1)[CH:11]1[CH:6]2[CH2:7][CH2:8][CH2:9][CH2:10]1. Reactants: C(CC(=O)[O-])(=O)[O-] (malonate), ClC(=CC(C(C(=O)OCC)C1CC1)C)Cl (ethyl 5,5-dichloro-3-methyl-2-cyclopropyl-4-pentenoate), [OH-].[Na+] (sodium hydroxide), O (water). The solvent is C(C)O (ethanol). Product: ClC(=CC(C(C(=O)O)C1CC1)C)Cl (5,5-dichloro-3-methyl-2-cyclopropyl-4-pentenoic acid). Yield: 90.5%. Reaction SMILES: [Cl:1][C:2]([Cl:15])=[CH:3][CH:4]([CH3:14])[CH:5]([CH:11]1[CH2:13][CH2:12]1)[C:6]([O:8]CC)=[O:7].[OH-].[Na+].O.C([O-])(=O)CC([O-])=O>C(O)C>[Cl:1][C:2]([Cl:15])=[CH:3][CH:4]([CH3:14])[CH:5]([CH:11]1[CH2:12][CH2:13]1)[C:6]([OH:8])=[O:7] |f:1.2|. Reported procedure: A 500 ml flask was equipped with a magnetic stirrer and a reflux condenser with a nitrogen inlet. The flask was charged with 57.0 g (0.227 mol) of ethyl 5,5-dichloro-3-methyl-2-cyclopropyl-4-pentenoate, 27.24 g (0.681 mol) of sodium hydroxide, 97 ml of water, and 97 ml of ethanol. The reaction mixture was refluxed for four days. After cooling to room temperature, most of the ethanol was removed on the rotary evaporator, the residue diluted with water and extracted twice with ether. The aqueous l... Starting materials: C[Si](C)(C)I, CCCC(=O)Nc1n[nH]c2cc(-c3ccc(OCc4ccccc4)cc3)c(-c3cccnc3)cc12. The product is CCCC(=O)Nc1n[nH]c2cc(-c3ccc(O)cc3)c(-c3cccnc3)cc12. As a reaction SMILES: [CH3:36][Si:37]([I:38])([CH3:39])[CH3:40].[n:1]1[cH:2][c:3](-[c:7]2[cH:8][c:9]3[c:10]([NH:30][C:31]([CH2:32][CH2:33][CH3:34])=[O:35])[n:11][nH:12][c:13]3[cH:14][c:15]2-[c:16]2[cH:17][cH:18][c:19]([O:22][CH2:23][c:24]3[cH:25][cH:26][cH:27][cH:28][cH:29]3)[cH:20][cH:21]2)[cH:4][cH:5][cH:6]1>>[n:1]1[cH:2][c:3](-[c:7]2[cH:8][c:9]3[c:10]([NH:30][C:31]([CH2:32][CH2:33][CH3:34])=[O:35])[n:11][nH:12][c:13]3[cH:14][c:15]2-[c:16]2[cH:17][cH:18][c:19]([OH:22])[cH:20][cH:21]2)[cH:4][cH:5][cH:6]1. As a reaction SMILES: Br[C:2]1[CH:3]=[N:4][N:5]2[CH:10]=[CH:9][C:8]([N:11]3[CH2:16][CH2:15][N:14]([C:17]([O:19][CH:20]([CH3:22])[CH3:21])=[O:18])[CH2:13][CH2:12]3)=[N:7][C:6]=12.O.[F:24][C:25]1[C:30](B(O)O)=[CH:29][CH:28]=[CH:27][N:26]=1.C(=O)([O-])[O-].[K+].[K+].CC(C1C=C(C(C)C)C(C2C=CC=CC=2P(C2CCCCC2)C2CCCCC2)=C(C(C)C)C=1)C>O1CCOCC1.CC([O-])=O.CC([O-])=O.[Pd+2].O>[F:24][C:25]1[C:30]([C:2]2[CH:3]=[N:4][N:5]3[CH:10]=[CH:9][C:8]([N:11]4[CH2:16][CH2:15][N:14]([C:17]([O:19][CH:20]([CH3:22])[CH3:21])=[O:18])[CH2:13][CH2:12]4)=[N:7][C:6]=23)=[CH:29][CH:28]=[CH:27][N:26]=1 |f:1.2,3.4.5,8.9.10|. The solvent is O1CCOCC1 (dioxane), O (water). Yield: 21.3%. Yields the product FC1=NC=CC=C1C=1C=NN2C1N=C(C=C2)N2CCN(CC2)C(=O)OC(C)C (Isopropyl 4-(3-(2-fluoropyridin-3-yl)pyrazolo[1,5-a]pyrimidin-5-yl)piperazine-1-carboxylate). Procedure details: Isopropyl 4-(3-bromopyrazolo[1,5-a]pyrimidin-5-yl)piperazine-1-carboxylate (4 g, 10.86 mmol), 2-fluoropyridine-3-boronic acid hydrate (3.44 g, 21.7 mmol), potassium carbonate (4.5 g, 32.6 mmol), Pd(OAc)2 (24 mg, 0.1086 mmol), and x-Phos (146 mg, 0.217 mmol) were taken up in dioxane and water under nitrogen and stirred at 80° C. for 2 hours. Reaction then cooled to room temperature, filtered through celited plug with ethyl acetate. Reduced in vacuo and run through an isco silica column with hexan... Starting materials: BrC=1C=NN2C1N=C(C=C2)N2CCN(CC2)C(=O)OC(C)C (Isopropyl 4-(3-bromopyrazolo[1,5-a]pyrimidin-5-yl)piperazine-1-carboxylate), CC(C)C1=CC(=C(C(=C1)C(C)C)C2=C(C=CC=C2)P(C3CCCCC3)C4CCCCC4)C(C)C (x-Phos), O.FC1=NC=CC=C1B(O)O (2-fluoropyridine-3-boronic acid hydrate), C([O-])([O-])=O.[K+].[K+] (potassium carbonate). The reagents and catalysts are CC(=O)[O-].CC(=O)[O-].[Pd+2] (Pd(OAc)2). Reactants: N1C(OC(C2=C1N=CC=C2)=O)=O (2H-pyrido[2,3-d][1,3]oxazine-2,4(1H)-dione), C(C1=CC=CC=C1)Br (benzyl bromide), C(CCC)Br (n-butyl bromide). Yields the product C(C1=CC=CC=C1)N1C(OC(C2=C1CCCC2)=O)=O (1-benzyl-5,6,7,8-tetrahydro-2H-3,1-benzoxazine-2,4(1H)-dione). As a reaction SMILES: [NH:1]1[C:6]2N=[CH:8][CH:9]=[CH:10][C:5]=2[C:4](=[O:11])[O:3][C:2]1=[O:12].[CH2:13](Br)[C:14]1[CH:19]=[CH:18][CH:17]=[CH:16][CH:15]=1.[CH2:21](Br)CCC>>[CH2:13]([N:1]1[C:6]2[CH2:21][CH2:8][CH2:9][CH2:10][C:5]=2[C:4](=[O:11])[O:3][C:2]1=[O:12])[C:14]1[CH:19]=[CH:18][CH:17]=[CH:16][CH:15]=1. Reported procedure: The title compound was prepared according to the procedure of Example 1B substituting the product of Example 113A for the product of Example 1A and substituting benzyl bromide for n-butyl bromide (0.620 g, 67%). MS (ESI−) m/z 256 (M−H)−. Reactants: ClC1=CC2=C(OC3=C(CN2C(=O)NN)C=CC=C3)C=C1 (8-chlorodibenz[b,f][1,4]oxazepine-10(11H)-carboxylic acid, hydrazide), BrCC(=O)Br (bromoacetyl bromide), CCOC(=O)C (EtOAc), TEA, CN(C)C1=NC=CC=C1 (dimethylaminopyridine). The solvent is [Cl-].[Na+].O (brine), CN(C)C=O (DMF). Run at time 16 hour. Product: BrCC(=O)NNC(=O)N1C2=C(OC3=C(C1)C=CC=C3)C=CC(=C2)Cl (8-chlorodibenz[b,f][1,4]oxazepine-10(11H)-carboxylic acid, 2-(bromoacetyl) hydrazide). As a reaction SMILES: [Cl:1][C:2]1[CH:20]=[CH:19][C:5]2[O:6][C:7]3[CH:18]=[CH:17][CH:16]=[CH:15][C:8]=3[CH2:9][N:10]([C:11]([NH:13][NH2:14])=[O:12])[C:4]=2[CH:3]=1.CN(C1C=CC=CN=1)C.[Br:30][CH2:31][C:32](Br)=[O:33].CCOC(C)=O>CN(C=O)C.[Cl-].[Na+].O>[Br:30][CH2:31][C:32]([NH:14][NH:13][C:11]([N:10]1[CH2:9][C:8]2[CH:15]=[CH:16][CH:17]=[CH:18][C:7]=2[O:6][C:5]2[CH:19]=[CH:20][C:2]([Cl:1])=[CH:3][C:4]1=2)=[O:12])=[O:33] |f:5.6.7|. Procedure details: To an icebath-cooled stirring solution of 5.79 g (20 mmol) of 8-chlorodibenz[b,f][1,4]oxazepine-10(11H)-carboxylic acid, hydrazide (1), prepared as described above in Example 1, 3.1 mL (22 mmol) of TEA, and 0.16 g (1 mmol) of dimethylaminopyridine in 50 mL of DMF was added 4.44 g (22 mmol) of bromoacetyl bromide. After 16 hours of stirring, the reaction mixture was added to 250 mL of brine and 250 mL of EtOAc. The resulting layers were separated, and the organic layer was washed with 4×250 mL of... Reactants: IC=1N(C=C(N1)C=1SC(=CC1)C)C=1C=CC=2N(C3=CC=CC=C3C2C1)C (3-(2-iodo-4-(5-methylthiophen-2-yl)-1H-imidazol-1-yl)-9-methyl-9H-carbazole), CC1=CC=C(S1)B1OC(C)(C)C(C)(C)O1 (5-methylthiophene-2-boronic acid pinacol ester), C(=O)([O-])[O-].[Na+].[Na+] (Na2CO3). Run in O (H2O), CN(C)C=O (DMF). The product is CC1=CC=C(S1)C=1N(C=C(N1)C=1SC(=CC1)C)C=1C=CC=2N(C3=CC=CC=C3C2C1)C (3-(2,4-bis(5-methylthiophen-2-yl)-1H-imidazol-1-yl)-9-methyl-9H-carbazole). Yield: 135.4%. As a reaction SMILES: I[C:2]1[N:3]([C:13]2[CH:14]=[CH:15][C:16]3[N:17]([CH3:26])[C:18]4[C:23]([C:24]=3[CH:25]=2)=[CH:22][CH:21]=[CH:20][CH:19]=4)[CH:4]=[C:5]([C:7]2[S:8][C:9]([CH3:12])=[CH:10][CH:11]=2)[N:6]=1.[CH3:27][C:28]1[S:32][C:31](B2OC(C)(C)C(C)(C)O2)=[CH:30][CH:29]=1.C([O-])([O-])=O.[Na+].[Na+]>O.CN(C=O)C>[CH3:27][C:28]1[S:32][C:31]([C:2]2[N:3]([C:13]3[CH:14]=[CH:15][C:16]4[N:17]([CH3:26])[C:18]5[C:23]([C:24]=4[CH:25]=3)=[CH:22][CH:21]=[CH:20][CH:19]=5)[CH:4]=[C:5]([C:7]3[S:8][C:9]([CH3:12])=[CH:10][CH:11]=3)[N:6]=2)=[CH:30][CH:29]=1 |f:2.3.4|. Procedure details: A mixture of 3-(2-iodo-4-(5-methylthiophen-2-yl)-1H-imidazol-1-yl)-9-methyl-9H-carbazole 10 (920 g, 2.0 mmol), 5-methylthiophene-2-boronic acid pinacol ester (880 mg, 3.9 mmol), Na2CO3 (1.03 g, 9.81 mmol) in H2O (5 mL) and DMF (20 mL) was degassed (N2 bubbling). Pd(PPh3)4 (60 mg) was added and the mixture was heated to reflux for 8 h. The mixture was allowed to cool to room temperature and concentrated. The residue was washed with H2O (3 times) and EtOAc (1 time). The solid material was transfer...